From a dataset of the Open Reaction Database (ORD), a public repository of structured organic reaction records. describe an organic reaction: reactants, conditions, products, and yield Starting materials: C(C)(=O)OCC (Ethyl acetate), ClC1=CC=C(C=N1)C1=NC2(CO1)CCCCC2 (2-(6-chloropyridin-3-yl)-3-oxa-1-azaspiro[4.5]dec-1-ene), C(C)(C)(C)[O-].[K+] (potassium tert-butanolate), CC1N(CCC1)CCCO (3-(2-methylpyrrolidin-1-yl)propan-1-ol). The solvent is O1CCCC1 (tetrahydrofuran). Reaction conditions: temperature 60 celsius, time 21 minute. The product is CC1N(CCC1)CCCOC1=CC=C(C=N1)C1=NC2(CO1)CCCCC2 (2-{6-[3-(2-methylpyrrolidin-1-yl)propoxy]pyridin-3-yl}-3-oxa-1-azaspiro[4.5]dec-1-ene). The yield is 55.0%. As a reaction SMILES: Cl[C:2]1[N:7]=[CH:6][C:5]([C:8]2[O:12][CH2:11][C:10]3([CH2:17][CH2:16][CH2:15][CH2:14][CH2:13]3)[N:9]=2)=[CH:4][CH:3]=1.C([O-])(C)(C)C.[K+].[CH3:24][CH:25]1[CH2:29][CH2:28][CH2:27][N:26]1[CH2:30][CH2:31][CH2:32][OH:33].C(OCC)(=O)C>O1CCCC1>[CH3:24][CH:25]1[CH2:29][CH2:28][CH2:27][N:26]1[CH2:30][CH2:31][CH2:32][O:33][C:2]1[N:7]=[CH:6][C:5]([C:8]2[O:12][CH2:11][C:10]3([CH2:17][CH2:16][CH2:15][CH2:14][CH2:13]3)[N:9]=2)=[CH:4][CH:3]=1 |f:1.2|. Procedure details: 2-(6-chloropyridin-3-yl)-3-oxa-1-azaspiro[4.5]dec-1-ene ax49 (0.109 g, 0.76 mmol, 1 eq) and potassium tert-butanolate (0.102 g, 0.91 mmol, 1.2 eq) are added to a cold (0° C.) solution of 3-(2-methylpyrrolidin-1-yl)propan-1-ol (0.2 g, 0.8 mmol, 1.05 eq) in tetrahydrofuran (4 ml). The mixture is stirred under microwave irradiation (150 W) at 60° C. for 21 min. Ethyl acetate is then added. The organic layer is washed with a saturated solution of sodium hydrogenocarbonate, dried over magnesium sulfa... Reactants: ClC=1C(=C(C=CC1)[C@H]1[C@@H](N[C@H]([C@]1(C#N)C1=C(C=C(C=C1)Cl)F)CC(C)(C)C)C(=O)NC1=C(C=C(C(=O)OCC(=O)OC(C)(C)C)C=C1)OC)F (2-tert-butoxy-2-oxoethyl 4-((2R,3S,4R,5S)-3-(3-chloro-2-fluorophenyl)-4-(4-chloro-2-fluorophenyl)-4-cyano-5-neopentylpyrrolidine-2-carboxamido)-3-methoxybenzoate), Br (hydrogen bromide), C(C)(=O)O (acetic acid). Run at temperature 0 celsius, time 30 minute. The product is C(=O)(O)COC(C1=CC(=C(C=C1)NC(=O)[C@@H]1N[C@H]([C@]([C@H]1C1=C(C(=CC=C1)Cl)F)(C#N)C1=C(C=C(C=C1)Cl)F)CC(C)(C)C)OC)=O (4-{[(2R,3S,4R,5S)-4-(4-chloro-2-fluoro-phenyl)-3-(3-chloro-2-fluoro-phenyl)-4-cyano-5-(2,2-dimethyl-propyl)-pyrrolidine-2-carbonyl]-amino}-3-methoxy-benzoic acid carboxymethyl ester), solid. The yield is 99.0%. Reaction SMILES: Br.C(O)(=O)C.[Cl:6][C:7]1[C:8]([F:55])=[C:9]([C@@H:13]2[C@:17]([C:20]3[CH:25]=[CH:24][C:23]([Cl:26])=[CH:22][C:21]=3[F:27])([C:18]#[N:19])[C@H:16]([CH2:28][C:29]([CH3:32])([CH3:31])[CH3:30])[NH:15][C@H:14]2[C:33]([NH:35][C:36]2[CH:52]=[CH:51][C:39]([C:40]([O:42][CH2:43][C:44]([O:46]C(C)(C)C)=[O:45])=[O:41])=[CH:38][C:37]=2[O:53][CH3:54])=[O:34])[CH:10]=[CH:11][CH:12]=1>>[C:44]([CH2:43][O:42][C:40](=[O:41])[C:39]1[CH:51]=[CH:52][C:36]([NH:35][C:33]([C@H:14]2[C@H:13]([C:9]3[CH:10]=[CH:11][CH:12]=[C:7]([Cl:6])[C:8]=3[F:55])[C@:17]([C:20]3[CH:25]=[CH:24][C:23]([Cl:26])=[CH:22][C:21]=3[F:27])([C:18]#[N:19])[C@H:16]([CH2:28][C:29]([CH3:31])([CH3:32])[CH3:30])[NH:15]2)=[O:34])=[C:37]([O:53][CH3:54])[CH:38]=1)([OH:46])=[O:45]. Reported procedure: In a 25 mL round-bottomed flask, 45% hydrogen bromide in acetic acid (10 mL, 794 μmol) was added. It was cooled down to 0° C., then 2-tert-butoxy-2-oxoethyl 4-((2R,3S,4R,5S)-3-(3-chloro-2-fluorophenyl)-4-(4-chloro-2-fluorophenyl)-4-cyano-5-neopentylpyrrolidine-2-carboxamido)-3-methoxybenzoate (580 mg, 794 μmol) was added as solid. After 30 min, the reaction mixture was concentrated, and water (50 mL) was added to the residue. It was extracted with methylene chloride (2×300 mL). The methylene chl...